This data is from the Open Reaction Database (ORD), a public repository of structured organic reaction records. The task is: describe an organic reaction: reactants, conditions, products, and yield Yield: 56.7%. Starting materials: ClC=1C2=C(N=CN1)NC=C2C(=O)O (4-chloro-7H-pyrrolo[2,3-d]pyrimidine-5-carboxylic acid), NC=1C=C(C=CC1)C#C (m-aminophenyl acetylene). Reported procedure: To 4-chloro-7H-pyrrolo[2,3-d]pyrimidine-5-carboxylic acid (0.38 g, 1.9 mmol) in dry methanol (4ml) was added m-aminophenyl acetylene (0.47 g, 4.0 mmol). The suspension was heated in a sealed pressure tube at 125° C. for 18 hours. The reaction mixture was cooled to ambient temperature, filtered with methylene chloride washes and dried in vacuo to afford the title compound as a tan powder (0.30 g, 54%). TS-MS: 278 (MH+); anal. RP18-HPLC RT: min. Solvent: CO (methanol). Product: C(#C)C=1C=C(C=CC1)NC=1C2=C(N=CN1)NC=C2C(=O)O (4-(3-Ethynyl-phenylamino)-7H-pyrrolo[2,3-d]pyrimidine-5-carboxylic Acid). Reaction SMILES: Cl[C:2]1[C:3]2[C:10]([C:11]([OH:13])=[O:12])=[CH:9][NH:8][C:4]=2[N:5]=[CH:6][N:7]=1.[NH2:14][C:15]1[CH:16]=[C:17]([C:21]#[CH:22])[CH:18]=[CH:19][CH:20]=1>CO>[C:21]([C:17]1[CH:16]=[C:15]([NH:14][C:2]2[C:3]3[C:10]([C:11]([OH:13])=[O:12])=[CH:9][NH:8][C:4]=3[N:5]=[CH:6][N:7]=2)[CH:20]=[CH:19][CH:18]=1)#[CH:22]. Conditions: temperature 125 celsius.